This data is from the Open Reaction Database (ORD), a public repository of structured organic reaction records. The task is: describe an organic reaction: reactants, conditions, products, and yield Starting materials: [OH-].[Na+] (sodium hydroxide), BrC1=CC2=CC=C(C=C2C=C1)OC (2-bromo-6-methoxynaphthalene), CSSC (dimethyl disulfide), C(CCC)[Li] (n-butyllithium). Run in O1CCCC1 (tetrahydrofuran). Run at time 0.5 hour. The product is COC1=CC2=CC=C(C=C2C=C1)SC (2-methoxy-6-methylthio-naphthalene). Isolated yield 58.1%. Reaction SMILES: Br[C:2]1[CH:11]=[CH:10][C:9]2[C:4](=[CH:5][CH:6]=[C:7]([O:12][CH3:13])[CH:8]=2)[CH:3]=1.C([Li])CCC.[CH3:19][S:20]SC.[OH-].[Na+]>O1CCCC1>[CH3:13][O:12][C:7]1[CH:6]=[CH:5][C:4]2[C:9](=[CH:10][CH:11]=[C:2]([S:20][CH3:19])[CH:3]=2)[CH:8]=1 |f:3.4|. Procedure: A solution of 2-bromo-6-methoxynaphthalene (22.2 g, 93.6 mmol) in tetrahydrofuran (500 ml) was cooled to -78° C. and n-butyllithium (75 ml 1.6 M in THF, 121.7 mmol) was added dropwise over 15 minutes. After 0.5 h, dimethyl disulfide (13 ml, 140 mmol) was added and the reaction mixture was allowed to warm to room temperature. After 16 h, 1N sodium hydroxide (100 ml) was added and the reaction mixture was stirred for 1 h. The organic layer was separated and washed with 1N sodium hydroxide, 5% aque... Starting materials: O=C1CCC(=O)N1Br, ClCCl, CS(=O)(=O)c1ccc(C(CC2CCC(=O)CC2)C(=O)O)cc1Cl, Nc1ccc(Cl)cn1, c1ccc(P(c2ccccc2)c2ccccc2)cc1, Cc1cccc(C)n1. The product is CS(=O)(=O)c1ccc(C(CC2CCC(=O)CC2)C(=O)Nc2ccc(Cl)cn2)cc1Cl. Reaction SMILES: [Br:43][N:44]1[C:45](=[O:46])[CH2:47][CH2:48][C:49]1=[O:50].[CH2:67]([Cl:68])[Cl:69].[Cl:1][c:2]1[cH:3][c:4]([CH:12]([C:13](=[O:14])[OH:15])[CH2:16][CH:17]2[CH2:18][CH2:19][C:20](=[O:23])[CH2:21][CH2:22]2)[cH:5][cH:6][c:7]1[S:8](=[O:9])(=[O:10])[CH3:11].[NH2:51][c:52]1[n:53][cH:54][c:55]([Cl:58])[cH:56][cH:57]1.[c:24]1([P:25]([c:26]2[cH:27][cH:28][cH:29][cH:30][cH:31]2)[c:32]2[cH:33][cH:34][cH:35][cH:36][cH:37]2)[cH:38][cH:39][cH:40][cH:41][cH:42]1.[n:59]1[c:60]([CH3:61])[cH:62][cH:63][cH:64][c:65]1[CH3:66]>>[Cl:1][c:2]1[cH:3][c:4]([CH:12]([C:13](=[O:14])[NH:51][c:52]2[n:53][cH:54][c:55]([Cl:58])[cH:56][cH:57]2)[CH2:16][CH:17]2[CH2:18][CH2:19][C:20](=[O:23])[CH2:21][CH2:22]2)[cH:5][cH:6][c:7]1[S:8](=[O:9])(=[O:10])[CH3:11].